From a dataset of the Open Reaction Database (ORD), a public repository of structured organic reaction records. describe an organic reaction: reactants, conditions, products, and yield Reported procedure: Thionyl chloride (1.3 ml, 22.0 mmol) was added to a solution of 5-(4-chlorophenyl)-1-(2,4-dichlorophenyl)-4-methyl-1H-pyrazole-3-carboxylic acid (2.09 g, 5.5 mmol) in toluene (50 ml) maintained at room temperature. The mixture was refluxed at 110° C. for 2 hours and then cooled to room temperature. The resulting solution was evaporated and dried under a vacuum to produce crude 5-(4-chlorophenyl)-1-(2,4-dichlorophenyl)-4-methyl-1H-pyrazole-3-carbonyl chloride, which are not further purified. 27% ... Product: ClC1=CC=C(C=C1)C1=C(C(=NN1C1=C(C=C(C=C1)Cl)Cl)C(=O)N)C (5-(4-Chlorophenyl)-1-(2,4-dichlorophenyl)-4-methyl-1H-pyrazole-3-carboxamide). Reaction conditions: time 3 hour. As a reaction SMILES: [NH3:1].[Cl:2][C:3]1[CH:8]=[CH:7][C:6]([C:9]2[N:13]([C:14]3[CH:19]=[CH:18][C:17]([Cl:20])=[CH:16][C:15]=3[Cl:21])[N:12]=[C:11]([C:22](Cl)=[O:23])[C:10]=2[CH3:25])=[CH:5][CH:4]=1>C(Cl)Cl>[Cl:2][C:3]1[CH:8]=[CH:7][C:6]([C:9]2[N:13]([C:14]3[CH:19]=[CH:18][C:17]([Cl:20])=[CH:16][C:15]=3[Cl:21])[N:12]=[C:11]([C:22]([NH2:1])=[O:23])[C:10]=2[CH3:25])=[CH:5][CH:4]=1. Solvent: C(Cl)Cl (methylene chloride). The reactants are N (ammonia), ClC1=CC=C(C=C1)C1=C(C(=NN1C1=C(C=C(C=C1)Cl)Cl)C(=O)Cl)C (5-(4-chlorophenyl)-1-(2,4-dichlorophenyl)-4-methyl-1H-pyrazole-3-carbonyl chloride). The yield is 99.0%.